From a dataset of the Open Reaction Database (ORD), a public repository of structured organic reaction records. describe an organic reaction: reactants, conditions, products, and yield Product: N1(CCC2NCCCC21)C(=O)OC(C)(C)C (tert-butyl octahydro-1H-pyrrolo[3,2-b]pyridine-1-carboxylate). The reagents and catalysts are [Pt](=O)=O (Platinum (IV) oxide), [Pt](=O)=O (platinum (IV) oxide). RXN SMILES: [N:1]1([C:10]([O:12][C:13]([CH3:16])([CH3:15])[CH3:14])=[O:11])[C:9]2[C:4](=[N:5][CH:6]=[CH:7][CH:8]=2)[CH:3]=[CH:2]1.CC(O)=O>CCOC(C)=O.[Pt](=O)=O>[N:1]1([C:10]([O:12][C:13]([CH3:16])([CH3:15])[CH3:14])=[O:11])[CH:9]2[CH:4]([NH:5][CH2:6][CH2:7][CH2:8]2)[CH2:3][CH2:2]1. Run at time 24 hour. Starting materials: N1(C=CC2=NC=CC=C21)C(=O)OC(C)(C)C (tert-butyl 1H-pyrrolo[3,2-b]pyridine-1-carboxylate), CC(=O)O (AcOH). Reported procedure: The product of Step 3 (2.66 g, 12.2 mmol) was added to a Parr shaker pressure vessel that was subsequently purged with nitrogen. Platinum (IV) oxide (0.277 g, 1.22 mmol) was added, followed by AcOH (27 mL). The vessel was placed on a Parr shaker apparatus and was sealed and evacuated and refilled with nitrogen 4 times (with shaking in between cycles). The vessel was then evacuated and refilled with hydrogen 4 times (with shaking in between cycles). The reaction was shaken under hydrogen pressure... Run in CCOC(=O)C (EtOAc). Reactants: [B](c1ccc(C=O)cc1F)(O)O, CC1=CN=C(C=C1)N, [C-]#[N+]C1CCCCC1. The reagents and catalysts are O=C(O)C(F)(F)F (trifluoroacetic acid). The solvent is CC(C)O (isopropyl alcohol), CC(C)O (isopropylalcohol). Conditions: temperature 22 celsius, time 20 hour. Product: [B](c1ccc(cc1F)c1c(NC2CCCCC2)n2cc(C)ccc2n1)(O)O. Isolated yield 74.7%. As a reaction SMILES: CC1=CC=C(N)N=C1.[C-]#[N+]C1CCCCC1.OB(O)C1=C(F)C=C(C=O)C=C1>>CC1=CN2C(C=C1)=NC(=C2NC1CCCCC1)C1=CC(F)=C(C=C1)B(O)O.